This data is from the Open Reaction Database (ORD), a public repository of structured organic reaction records. The task is: describe an organic reaction: reactants, conditions, products, and yield Starting materials: C(CCC)OC1=CC2=C(C3=C(C4=C(CC2)C=C(C=C4)OCCOCCO)C34OCC(CO4)(C)C)C=C1 (2-{2-[(9-Butoxy-5′,5′-dimethyl-6,7-dihydrospiro-[dibenzo[a,e]cyclopropa[c][8]annulene-1,2′-[1,3]dioxan]-4-yl)oxy]ethoxy}ethanol), N1=CC=CC=C1 (pyridine), ClC(=O)OC1=CC=C(C=C1)[N+](=O)[O-] (4-nitrophenyl chloroformate). Solvent: C(Cl)Cl (CH2Cl2), C(Cl)Cl (CH2Cl2). Conditions: time 20 minute. Product: C(OCCOCCOC=1C=CC2=C(CCC3=C(C4=C2C42OCC(CO2)(C)C)C=CC(=C3)OCCCC)C1)(OC1=CC=C(C=C1)[N+](=O)[O-])=O (2-{2-[(9-Butoxy-5′,5′-dimethyl-6,7-dihydrospiro-[dibenzo[a,e]cyclopropa[c][8]annulene-1,2′-[1,3]dioxan]-4-yl)oxy]ethoxy}ethyl 4-nitrophenyl carbonate). As a reaction SMILES: [CH2:1]([O:5][C:6]1[CH:36]=[CH:35][C:9]2[C:10]3[C:27]4([O:32][CH2:31][C:30]([CH3:34])([CH3:33])[CH2:29][O:28]4)[C:11]=3[C:12]3[CH:19]=[CH:18][C:17]([O:20][CH2:21][CH2:22][O:23][CH2:24][CH2:25][OH:26])=[CH:16][C:13]=3[CH2:14][CH2:15][C:8]=2[CH:7]=1)[CH2:2][CH2:3][CH3:4].N1C=CC=CC=1.Cl[C:44]([O:46][C:47]1[CH:52]=[CH:51][C:50]([N+:53]([O-:55])=[O:54])=[CH:49][CH:48]=1)=[O:45]>C(Cl)Cl>[C:44](=[O:45])([O:46][C:47]1[CH:48]=[CH:49][C:50]([N+:53]([O-:55])=[O:54])=[CH:51][CH:52]=1)[O:26][CH2:25][CH2:24][O:23][CH2:22][CH2:21][O:20][C:17]1[CH:18]=[CH:19][C:12]2[C:11]3[C:27]4([O:32][CH2:31][C:30]([CH3:34])([CH3:33])[CH2:29][O:28]4)[C:10]=3[C:9]3[CH:35]=[CH:36][C:6]([O:5][CH2:1][CH2:2][CH2:3][CH3:4])=[CH:7][C:8]=3[CH2:15][CH2:14][C:13]=2[CH:16]=1. Procedure: A solution of alcohol 11 (0.439 g, 0.89 mmol) and pyridine (0.25 g, 3.21 mmol) in CH2Cl2 (approximately 5 mL) was added to a solution of 4-nitrophenyl chloroformate (0.30 g, 1.49 mmol) in CH2Cl2 (25 mL) at room temperature, and the reaction mixture was stirred for 20 minutes at room temperature. Solvent was evaporated under reduced pressure, and the residue was separated by chromatography (Hex:ExOAc 4:1+1.5% of Et3N) to provide 0.317 g (0.48 mmol 80%) of 12 as and 0.113 g (0.23 mmol) of starting... The reactants are OC1=C(C=C(CC2N(CCC3=CC(=C(C=C23)OC)OC)CC(=O)NCC2=CC=CC=C2)C=C1)OC (2-[1-(4-hydroxy-3-methoxy-benzyl)6,7-dimethoxy-3,4-dihydro-1H-isoquinolin-2-yl]-N-benzyl-acetamide), C(C)(C)Br (isopropyl bromide). The product is C(C)(C)OC1=C(C=C(CC2N(CCC3=CC(=C(C=C23)OC)OC)CC(=O)NCC2=CC=CC=C2)C=C1)OC (2-[1-(4-isopropoxy-3-methoxy-benzyl)-6,7-dimethoxy-3,4-dihydro-1H-isoquinolin-2-yl]-N-benzyl-acetamide). Reaction SMILES: [OH:1][C:2]1[CH:33]=[CH:32][C:5]([CH2:6][CH:7]2[C:16]3[C:11](=[CH:12][C:13]([O:19][CH3:20])=[C:14]([O:17][CH3:18])[CH:15]=3)[CH2:10][CH2:9][N:8]2[CH2:21][C:22]([NH:24][CH2:25][C:26]2[CH:31]=[CH:30][CH:29]=[CH:28][CH:27]=2)=[O:23])=[CH:4][C:3]=1[O:34][CH3:35].[CH:36](Br)([CH3:38])[CH3:37]>>[CH:36]([O:1][C:2]1[CH:33]=[CH:32][C:5]([CH2:6][CH:7]2[C:16]3[C:11](=[CH:12][C:13]([O:19][CH3:20])=[C:14]([O:17][CH3:18])[CH:15]=3)[CH2:10][CH2:9][N:8]2[CH2:21][C:22]([NH:24][CH2:25][C:26]2[CH:31]=[CH:30][CH:29]=[CH:28][CH:27]=2)=[O:23])=[CH:4][C:3]=1[O:34][CH3:35])([CH3:38])[CH3:37]. Procedure: prepared by reaction of 2-[1-(4-hydroxy-3-methoxy-benzyl)6,7-dimethoxy-3,4-dihydro-1H-isoquinolin-2-yl]-N-benzyl-acetamide with isopropyl bromide Reactants: C(=O)(O)C(=O)C1=C(OC(CCC(=O)OCC)C2=C(C=CC=C2)C)C=C(C=C1)OCC1=CSC=C1 (ethyl (RS)-4-(2-carboxycarbonyl-5-(3-thienylmethoxy)phenoxy)-4-(2-methylphenyl)butanoate), [OH-].[Na+] (sodium hydroxide). Solvent: O1CCOCC1 (dioxan). Product: C(=O)(O)C(=O)C1=C(OC(CCC(=O)O)C2=C(C=CC=C2)C)C=C(C=C1)OCC1=CSC=C1 ((RS)-4-(2-Carboxycarbonyl-5-(3-thienylmethoxy)phenoxy)-4-(2-methylphenyl)butanoic acid). The yield is 83.2%. As a reaction SMILES: [C:1]([C:4]([C:6]1[CH:27]=[CH:26][C:25]([O:28][CH2:29][C:30]2[CH:34]=[CH:33][S:32][CH:31]=2)=[CH:24][C:7]=1[O:8][CH:9]([C:17]1[CH:22]=[CH:21][CH:20]=[CH:19][C:18]=1[CH3:23])[CH2:10][CH2:11][C:12]([O:14]CC)=[O:13])=[O:5])([OH:3])=[O:2].[OH-].[Na+]>O1CCOCC1>[C:1]([C:4]([C:6]1[CH:27]=[CH:26][C:25]([O:28][CH2:29][C:30]2[CH:34]=[CH:33][S:32][CH:31]=2)=[CH:24][C:7]=1[O:8][CH:9]([C:17]1[CH:22]=[CH:21][CH:20]=[CH:19][C:18]=1[CH3:23])[CH2:10][CH2:11][C:12]([OH:14])=[O:13])=[O:5])([OH:3])=[O:2] |f:1.2|. Reported procedure: A stirred solution of ethyl (RS)-4-(2-carboxycarbonyl-5-(3-thienylmethoxy)phenoxy)-4-(2-methylphenyl)butanoate (0.37 g) and 1 N sodium hydroxide (2.7 mL) in dioxan (6.6 mL) is heated at 60° C. for 1.5 hours. The reaction mixture is evaporated and the residue dissolved in water (5 mL). The pH of the solution is adjusted to 1 by addition of 1 N hydrochloric acid and the mixture extracted with ethyl acetate (20 mL). The organic phase is dried over magnesium sulphate and evaporated. The residual yel...